The task is: describe an organic reaction: reactants, conditions, products, and yield. This data is from the Open Reaction Database (ORD), a public repository of structured organic reaction records. Reactants: C1CC(N2CCOCC2)CN1, O=C(O)c1nc2c(s1)CCOc1cc(-c3cn[nH]c3)ccc1-2. RXN SMILES: [NH:23]1[CH2:24][CH:25]([N:28]2[CH2:29][CH2:30][O:31][CH2:32][CH2:33]2)[CH2:26][CH2:27]1.[nH:1]1[n:2][cH:3][c:4](-[c:6]2[cH:7][c:8]3[c:9]([cH:21][cH:22]2)-[c:10]2[n:11][c:12]([C:18](=[O:19])[OH:20])[s:13][c:14]2[CH2:15][CH2:16][O:17]3)[cH:5]1>>[nH:1]1[n:2][cH:3][c:4](-[c:6]2[cH:7][c:8]3[c:9]([cH:21][cH:22]2)-[c:10]2[n:11][c:12]([C:18](=[O:19])[N:23]4[CH2:24][CH:25]([N:28]5[CH2:29][CH2:30][O:31][CH2:32][CH2:33]5)[CH2:26][CH2:27]4)[s:13][c:14]2[CH2:15][CH2:16][O:17]3)[cH:5]1. Yields the product O=C(c1nc2c(s1)CCOc1cc(-c3cn[nH]c3)ccc1-2)N1CCC(N2CCOCC2)C1. Reactants: S(=O)(Cl)Cl (Thionyl chloride), ClCCSCC(=O)O ([(2-chloroethyl)thio]acetic acid), CO (methyl alcohol). Run at temperature 5 celsius, time 2.5 hour. Product: COC(CSCCCl)=O (methyl[(2-chloroethyl)thio]acetate). RXN SMILES: S(Cl)(Cl)=O.[Cl:5][CH2:6][CH2:7][S:8][CH2:9][C:10]([OH:12])=[O:11].[CH3:13]O>>[CH3:13][O:11][C:10](=[O:12])[CH2:9][S:8][CH2:7][CH2:6][Cl:5]. Procedure: Thionyl chloride (10 ml) was added to a solution of the title compound of Example 9 (9.7 g, 0.06 mole) in methyl alcohol (100 ml) cooled to 5° C. via an ice bath. The ice bath was removed and the reaction stirred for 2.5 hours at room temperature. The methyl alcohol and excess thionyl chloride were removed using a rotary evaporator to give 9.8 g, of an oil which was identified by NMR as the title compound. Starting materials: ice, N1=C(N=CC=C1)N1CCNCC1 (1-(2-pyrimidinyl)piperazine), BrBr (bromine). Solvent: Cl (HCl). Reaction conditions: time 0.5 hour. Product: BrC=1C=NC(=NC1)N1CCNCC1 (5-Bromo-2-(1-piperazinyl)pyrimidine). Yield: 59.6%. RXN SMILES: [N:1]1[CH:6]=[CH:5][CH:4]=[N:3][C:2]=1[N:7]1[CH2:12][CH2:11][NH:10][CH2:9][CH2:8]1.[Br:13]Br>Cl>[Br:13][C:5]1[CH:6]=[N:1][C:2]([N:7]2[CH2:12][CH2:11][NH:10][CH2:9][CH2:8]2)=[N:3][CH:4]=1. Procedure details: This example serves to illustrate procedure B of Scheme 2. To an ice-cooled solution of 1-(2-pyrimidinyl)piperazine (16.4 g, 0.1 mole) in 1N HCl (100 mL) was added dropwise bromine (15.98 g, 0.1 mole). After stirring at 0° for 0.5 hr, the mixture was heated to 100° until dissipation of the red color had occurred. The mixture is filtered, cooled, made alkaline with 50% NaOH and extracted with ether. The dried extract (MgSO4) was concentrated in vacuo to provide 14.5 g (62%) of product, m.p. 73°-7...